From a dataset of the Open Reaction Database (ORD), a public repository of structured organic reaction records. describe an organic reaction: reactants, conditions, products, and yield Reactants: C(C)(C)N(CC)C(C)C (diisopropylethylamine), CC(C)(OC(=O)N[C@@H](CC1=CC=CC=C1)C(=O)O)C (N-[(1,1-dimethylethoxy) carbonyl]-L-phenylalanine), N[C@@H](CC(C)C)C(=O)OC (L-leucine, methyl ester), O.ON1N=NC2=C1C=CC=C2 (1-hydroxybenzotriazole hydrate), C1(CCCCC1)N=C=NC1CCCCC1 (dicylcohexylcarbodiimide). The solvent is O1CCCC1 (tetrahydrofuran), O1CCCC1 (tetrahydrofuran). Run at time 2 hour. The product is CC(C)(OC(=O)N[C@@H](CC(C)C)C(=O)OC)C (N-[(1,1 -dimethylethoxy)carbonyl]-L-leucine, methyl ester). RXN SMILES: [CH:1](N(C(C)C)CC)(C)C.[CH3:10][C:11]([CH3:28])([O:13][C:14]([NH:16][C@H:17]([C:25]([OH:27])=[O:26])[CH2:18][C:19]1[CH:24]=CC=C[CH:20]=1)=[O:15])[CH3:12].N[C@H](C(OC)=O)CC(C)C.O.ON1C2C=CC=CC=2N=N1.C1(N=C=NC2CCCCC2)CCCCC1>O1CCCC1>[CH3:10][C:11]([CH3:28])([O:13][C:14]([NH:16][C@H:17]([C:25]([O:27][CH3:1])=[O:26])[CH2:18][CH:19]([CH3:24])[CH3:20])=[O:15])[CH3:12] |f:3.4|. Procedure details: A solution of diisopropylethylamine (8.7 ml., 50 mmole) in tetrahydrofuran (50 ml.) is added dropwise to a mixture of N-[(1,1-dimethylethoxy) carbonyl]-L-phenylalanine (13.265 g., 50 mmole), L-leucine, methyl ester (9.085 g., 50 mmole) and 1-hydroxybenzotriazole hydrate (7.65 g., 50 mmole) in tetrahydrofuran (100 ml.) at 0°. This is followed by the addition of dicylcohexylcarbodiimide (10.315 g., 50 mmole). The reaction is stirred at 0°for 2 hours and left stirring overnight at room temperature.... The reactants are CN1CC(=CCC1)C=1OC=CN1 (1-methyl-3-(oxazol-2-yl)-1,2,5,6-tetrahydropyridine), ClC(=O)OC(C)Cl (alpha-chloroethyl chloroformate). Run in ClC(C)Cl (dichloroethane). Product: Cl.O1C(=NC=C1)C=1CNCCC1 (3-(oxazol-2-yl)-1,2,5,6-tetrahydropyridine hydrochloride). Isolated yield 46.2%. RXN SMILES: C[N:2]1[CH2:7][CH2:6][CH:5]=[C:4]([C:8]2[O:9][CH:10]=[CH:11][N:12]=2)[CH2:3]1.[Cl:13]C(OC(Cl)C)=O>ClC(Cl)C>[ClH:13].[O:9]1[CH:10]=[CH:11][N:12]=[C:8]1[C:4]1[CH2:3][NH:2][CH2:7][CH2:6][CH:5]=1 |f:3.4|. Procedure details: 4 g of 1-methyl-3-(oxazol-2-yl)-1,2,5,6-tetrahydropyridine in 80 cm3 of dichloroethane is cooled to -5° C. under inert atmosphere and 3.88 g of alpha-chloroethyl chloroformate is added. The mixture is heated under reflux for one hour 30 minutes, evaporated, the residue is taken up in diethylether, followed by filtering. The ethereal phase is concentrated, the residue is taken up in 30 cm3 of methanol, heated at boiling point for 40 minutes and evaporated to dryness. After crystallization from et... Starting materials: S=C(Cl)Cl, Nc1nc(Cl)ccc1Cl, ClCCl, [Na+], [Na+], O=C([O-])[O-]. Product: S=C=Nc1nc(Cl)ccc1Cl. As a reaction SMILES: [Cl:16][C:17]([Cl:18])=[S:19].[Cl:1][c:2]1[c:3]([NH2:9])[n:4][c:5]([Cl:8])[cH:6][cH:7]1.[Cl:20][CH2:21][Cl:22].[Na+:10].[Na+:11].[O-:12][C:13](=[O:14])[O-:15]>>[Cl:1][c:2]1[c:3]([N:9]=[C:17]=[S:19])[n:4][c:5]([Cl:8])[cH:6][cH:7]1. Run at time 1 hour. Product: C(#N)CNC(=O)C1=C(N=C(S1)CC)CC (N-cyanomethyl-2,4-diethylthiazole-5-carboxylic acid amide). Run in C1(=CC=CC=C1)C (toluene), CN(C=O)C (N,N-dimethylformamide), O (water), C(C)N(CC)CC (triethylamine), C1(=CC=CC=C1)C (toluene). Yield: 53.0%. RXN SMILES: [CH3:1][C:2]1[S:3][C:4]([C:8](O)=O)=[C:5](C)[N:6]=1.S(Cl)(Cl)=O.[NH2:15][CH2:16][C:17]#[N:18].S(O)(O)(=O)=O.N[CH2:25]C#N.[OH-].[Na+].C([O:33][CH2:34][CH3:35])(=O)C>O.C(N(CC)CC)C.C1(C)C=CC=CC=1.CN(C)C=O>[C:17]([CH2:16][NH:15][C:34]([C:35]1[S:3][C:2]([CH2:1][CH3:25])=[N:6][C:5]=1[CH2:4][CH3:8])=[O:33])#[N:18] |f:3.4,5.6|. Procedure details: A mixture of 10 g of 2,4-dimethylthiazole-5-carboxylic acid, 13.6 g of thionyl chloride and 70 ml of toluene was cooled with ice, and with stirring, 8.4 g of N,N-dimethylformamide was added. The mixture was stirred for 3 hours at 3° to 5° C. and then for 1 hour at 20° C., and 200 ml of toluene and 37 g of triethylamine were added. An ethyl acetate solution of aminoacetonitrile prepared from aminoacetonitrile sulfate using ethyl acetate and NaOH was gradually added to the reaction mixture being c... Reactants: CC=1SC(=C(N1)C)C(=O)O (2,4-dimethylthiazole-5-carboxylic acid), S(=O)(Cl)Cl (thionyl chloride), [OH-].[Na+] (NaOH), NCC#N (aminoacetonitrile), S(=O)(=O)(O)O.NCC#N (aminoacetonitrile sulfate), C(C)(=O)OCC (ethyl acetate), C(C)(=O)OCC (ethyl acetate). Product: C(C)(C)(C)C1=CC2=C(NC(=N2)[C@@H]([C@H](C)OC)N)C=C1 ((1S,2S)-1-(5-tert-Butyl-1H-benzimidazol-2-yl)-2-methoxypropan-1-amine). Procedure details: The title compound was prepared according to Method 1 using N-(tert-butoxycarbonyl)-O-methyl-D-threonine and 4-tert-butyl-1,2-diaminobenzene. The residue was purified by elution through an SCX cartridge with MeOH followed by 2M NH3 in MeOH followed by silica gel column chromatography eluting with 90:10:1 DCM:MeOH:NH3. Reactants: C(C)(C)(C)OC(=O)N[C@H]([C@@H](OC)C)C(=O)O (N-(tert-butoxycarbonyl)-O-methyl-D-threonine), C(C)(C)(C)C1=CC(=C(C=C1)N)N (4-tert-butyl-1,2-diaminobenzene). As a reaction SMILES: C(OC([NH:8][C@@H:9]([C:14](O)=O)[C@H:10]([CH3:13])[O:11][CH3:12])=O)(C)(C)C.[C:17]([C:21]1[CH:26]=[CH:25][C:24]([NH2:27])=[C:23]([NH2:28])[CH:22]=1)([CH3:20])([CH3:19])[CH3:18]>>[C:17]([C:21]1[CH:26]=[CH:25][C:24]2[NH:27][C:14]([C@H:9]([NH2:8])[C@@H:10]([O:11][CH3:12])[CH3:13])=[N:28][C:23]=2[CH:22]=1)([CH3:20])([CH3:18])[CH3:19]. Starting materials: NC1=CC=C(C2=CC=CC=C12)OC(C)(C)C1=CC(=NC=C1)N (4-(2-(4-Aminonaphthalen-1-yloxy)propan-2-yl)pyridin-2-amine), CCN(C(C)C)C(C)C (DIPEA), C(C)(C)(C)C1=NN(C(=C1)N)C1=CC=C(C=C1)C (3-tert-butyl-1-p-tolyl-1H-pyrazol-5-amine), C(=O)(O)[O-].[Na+] (NaHCO3), ClC(Cl)(Cl)OC(=O)Cl (trichloromethylchloroformate). Solvent: C1CCOC1 (THF), CCOC(=O)C (EtOAc), O (Water), C(Cl)Cl (DCM). Reaction conditions: temperature 0 celsius. The product is NC1=NC=CC(=C1)C(C)(C)OC1=CC=C(C2=CC=CC=C12)NC(=O)NC1=CC(=NN1C1=CC=C(C=C1)C)C(C)(C)C (1-(4-(2-(2-Aminopyridin-4-yl)propan-2-yloxy)naphthalen-1-yl)-3-(3-tert-butyl-1-p-tolyl-1H-pyrazol-5-yl)urea). Yield: 51.0%. As a reaction SMILES: [C:1]([C:5]1[CH:9]=[C:8]([NH2:10])[N:7]([C:11]2[CH:16]=[CH:15][C:14]([CH3:17])=[CH:13][CH:12]=2)[N:6]=1)([CH3:4])([CH3:3])[CH3:2].[C:18]([O-:21])(O)=O.[Na+].ClC(OC(Cl)=O)(Cl)Cl.[NH2:31][C:32]1[C:41]2[C:36](=[CH:37][CH:38]=[CH:39][CH:40]=2)[C:35]([O:42][C:43]([C:46]2[CH:51]=[CH:50][N:49]=[C:48]([NH2:52])[CH:47]=2)([CH3:45])[CH3:44])=[CH:34][CH:33]=1.CCN(C(C)C)C(C)C>C(Cl)Cl.C1COCC1.CCOC(C)=O.O>[NH2:52][C:48]1[CH:47]=[C:46]([C:43]([O:42][C:35]2[C:36]3[C:41](=[CH:40][CH:39]=[CH:38][CH:37]=3)[C:32]([NH:31][C:18]([NH:10][C:8]3[N:7]([C:11]4[CH:12]=[CH:13][C:14]([CH3:17])=[CH:15][CH:16]=4)[N:6]=[C:5]([C:1]([CH3:4])([CH3:3])[CH3:2])[CH:9]=3)=[O:21])=[CH:33][CH:34]=2)([CH3:45])[CH3:44])[CH:51]=[CH:50][N:49]=1 |f:1.2|. Procedure: To a solution of 3-tert-butyl-1-p-tolyl-1H-pyrazol-5-amine (5) (447 mg, 1.75 mmol) in DCM (40 mL) was added saturated aq NaHCO3 solution (27 mL). The mixture was stirred vigorously and was cooled to 0° C. and then trichloromethylchloroformate (0.63 mL, 5.25 mmol) was added in one portion. The resulting mixture was stirred at 0° C. for 1.5 hr. The biphasic mixture was separated and the organic layer was dried (MgSO4) and evaporated in vacuo. The oily residue which was taken up in THF (15 mL) and ... Reaction SMILES: Cl[C:2]1[C:3]2[N:4]([C:18]([N:21]3[CH2:26][CH2:25][O:24][CH2:23][CH2:22]3)=[CH:19][N:20]=2)[CH:5]=[C:6]([C:10]2[CH:15]=[CH:14][C:13]([Cl:16])=[CH:12][C:11]=2[Cl:17])[C:7]=1[C:8]#[N:9].[CH2:27]([NH2:31])[CH:28]([CH3:30])[CH3:29].C(=O)=O>O1CCOCC1>[Cl:17][C:11]1[CH:12]=[C:13]([Cl:16])[CH:14]=[CH:15][C:10]=1[C:6]1[C:7]([C:8]#[N:9])=[C:2]([NH:31][CH2:27][CH:28]([CH3:30])[CH3:29])[C:3]2[N:4]([C:18]([N:21]3[CH2:26][CH2:25][O:24][CH2:23][CH2:22]3)=[CH:19][N:20]=2)[CH:5]=1. Yields the product ClC1=C(C=CC(=C1)Cl)C=1C(=C(C=2N(C1)C(=CN2)N2CCOCC2)NCC(C)C)C#N (6-(2,4-dichloro-phenyl)-8-isobutylamino-3-morpholin-4-yl-imidazo[1,2-a]pyridine-7-carbonitrile). Reported procedure: In a sealed tube, a solution of 8-chloro-6-(2,4-dichloro-phenyl)-3-morpholin-4-yl-imidazo[1,2-a]pyridine-7-carbonitrile (30 mg, 0.074 mmol) and isobutylamine (0.044 mL, 0.44 mmol) in dioxane (1 mL) was heated at 110° C. for 14 h. The reaction mixture was cooled to RT, then frozen at −44° C. (dry ice) and lyophilized to give the crude 6-(2,4-dichloro-phenyl)-8-isobutylamino-3-morpholin-4-yl-imidazo[1,2-a]pyridine-7-carbonitrile intermediate. HPLC: AtRet=2.77. Starting materials: ClC=1C=2N(C=C(C1C#N)C1=C(C=C(C=C1)Cl)Cl)C(=CN2)N2CCOCC2 (8-chloro-6-(2,4-dichloro-phenyl)-3-morpholin-4-yl-imidazo[1,2-a]pyridine-7-carbonitrile), C(C(C)C)N (isobutylamine), C(=O)=O (dry ice). Run in O1CCOCC1 (dioxane).